This data is from the Open Reaction Database (ORD), a public repository of structured organic reaction records. The task is: describe an organic reaction: reactants, conditions, products, and yield Starting materials: [BH4-], CCO, [Na+], CCOC(=O)C(=O)c1csc(NS(C)(=O)=O)n1. Yields the product CCOC(=O)C(O)c1csc(NS(C)(=O)=O)n1. As a reaction SMILES: [BH4-:18].[CH3:20][CH2:21][OH:22].[Na+:19].[S:1](=[O:2])(=[O:3])([CH3:4])[NH:5][c:6]1[s:7][cH:8][c:9]([C:11]([C:12](=[O:13])[O:14][CH2:15][CH3:16])=[O:17])[n:10]1>>[S:1](=[O:2])(=[O:3])([CH3:4])[NH:5][c:6]1[s:7][cH:8][c:9]([CH:11]([C:12](=[O:13])[O:14][CH2:15][CH3:16])[OH:17])[n:10]1. The reactants are [H-].[Al+3].[Li+].[H-].[H-].[H-] (Lithium aluminium hydride), C1OC(CC(=O)OCC)(C)OC1 (ethyl 3,3-ethylenedioxybutanoate), S(=O)(=O)([O-])[O-].[Na+].[Na+] (sodium sulphate). Run in C(C)OCC (ethyl ether), C(C)OCC (ethyl ether). Run at temperature 0 celsius, time 30 minute. Yields the product C1OC(C)(CCO)OC1 (2,2-Ethylenedioxy-4-hydroxybutane). Isolated yield 98.8%. RXN SMILES: [H-].[Al+3].[Li+].[H-].[H-].[H-].[CH2:7]1[CH2:18][O:17][C:9]([CH3:16])([CH2:10][C:11](OCC)=[O:12])[O:8]1.S([O-])([O-])(=O)=O.[Na+].[Na+]>C(OCC)C>[CH2:7]1[CH2:18][O:17][C:9]([CH2:10][CH2:11][OH:12])([CH3:16])[O:8]1 |f:0.1.2.3.4.5,7.8.9|. Reported procedure: Lithium aluminium hydride (2 g, 51 mmol) is added in small portions to anhydrous ethyl ether (200 cc). The mixture is cooled to 0° C. and ethyl 3,3-ethylenedioxybutanoate (3 g, 17 mmol) is then added over 10 minutes as a solution in anhydrous ethyl ether (10 cc). The mixture is stirred for 2 hours 30 minutes at a temperature in the region of 20° C. and is then hydrolysed by adding a saturated sodium sulphate solution (12 cc). After 2 hours the white precipitate is separated off by filtration. Th...